Dataset: the Open Reaction Database (ORD), a public repository of structured organic reaction records. Task: describe an organic reaction: reactants, conditions, products, and yield Starting materials: COC1=CC=C(C=C1)B(O)O (4-methoxyphenylboronic acid), [F-].[Cs+] (caesium fluoride), 2-dicyclohexylphosphine 2′-(N,N-dimethylamino)biphenyl, ClC1=CC=C2C(=NN(C2=C1)COCC[Si](C)(C)C)NC(CCC)=O (N-[6-chloro-1-[[2-(trimethylsilyl)-ethoxy] methyl]-1H-indazol-3-yl]butanamide). The reagents and catalysts are C(C)(=O)[O-].[Pd+2].C(C)(=O)[O-] (palladium acetate). The solvent is O1CCOCC1 (dioxane). Conditions: temperature 100 celsius, time 72 hour. The product is COC1=CC=C(C=C1)C1=CC=C2C(=NN(C2=C1)COCC[Si](C)(C)C)NC(CCC)=O (N-[6-(4-methoxyphenyl)-1-[[2-(trimethylsilyl)ethoxy]methyl]-1H-indazol-3-yl]butanamide). Isolated yield 83.7%. As a reaction SMILES: [CH3:1][O:2][C:3]1[CH:8]=[CH:7][C:6](B(O)O)=[CH:5][CH:4]=1.[F-].[Cs+].Cl[C:15]1[CH:23]=[C:22]2[C:18]([C:19]([NH:32][C:33](=[O:37])[CH2:34][CH2:35][CH3:36])=[N:20][N:21]2[CH2:24][O:25][CH2:26][CH2:27][Si:28]([CH3:31])([CH3:30])[CH3:29])=[CH:17][CH:16]=1>O1CCOCC1.C([O-])(=O)C.[Pd+2].C([O-])(=O)C>[CH3:1][O:2][C:3]1[CH:8]=[CH:7][C:6]([C:15]2[CH:23]=[C:22]3[C:18]([C:19]([NH:32][C:33](=[O:37])[CH2:34][CH2:35][CH3:36])=[N:20][N:21]3[CH2:24][O:25][CH2:26][CH2:27][Si:28]([CH3:31])([CH3:29])[CH3:30])=[CH:17][CH:16]=2)=[CH:5][CH:4]=1 |f:1.2,5.6.7|. Reported procedure: 900 mg of 4-methoxyphenylboronic acid, 1.24 g of caesium fluoride, 13.5 mg of palladium acetate and finally 31 mg of 2-dicyclohexylphosphine-2′-(N,N-dimethylamino)biphenyl are added to 1 g of N-[6-chloro-1-[[2-(trimethylsilyl)-ethoxy] methyl]-1H-indazol-3-yl]butanamide, described previously in Example 25, in 30 cm3 of dioxane. The mixture is then heated at about 100° C. for 20 hours, the temperature is allowed to return to about 19° C. over 72 hours and the reaction medium is then filtered on a ... Procedure details: A solution of 7-acetamido-4-(3-bromoanilino)-6-nitroquinazoline (1.50 g, 3.73 mmol) and KOH (2 g) in MeOH (190 mL) and H2O (10 mL) is heated under reflux for 30 min, and the solvent volume is reduced to give 7-amino-4-(3-bromoanilino)-6-nitroquinazoline (1.17 g, 87%). 1H NMR (DMSO) δ10.17 (1H, brs), 9.43 (1H, s), 8.43 (1H, s), 8.15 (1H,m brs), 7.86 (1H, d, J=7.1 Hz), 7.42 (2H, brs), 7.40-7.31 (2H, m) , 7.12 (1H, s). Isolated yield 87.1%. The reactants are C(C)(=O)NC1=C(C=C2C(=NC=NC2=C1)NC1=CC(=CC=C1)Br)[N+](=O)[O-] (7-acetamido-4-(3-bromoanilino)-6-nitroquinazoline), [OH-].[K+] (KOH). Reaction SMILES: C([NH:4][C:5]1[CH:14]=[C:13]2[C:8]([C:9]([NH:15][C:16]3[CH:21]=[CH:20][CH:19]=[C:18]([Br:22])[CH:17]=3)=[N:10][CH:11]=[N:12]2)=[CH:7][C:6]=1[N+:23]([O-:25])=[O:24])(=O)C.[OH-].[K+]>CO.O>[NH2:4][C:5]1[CH:14]=[C:13]2[C:8]([C:9]([NH:15][C:16]3[CH:21]=[CH:20][CH:19]=[C:18]([Br:22])[CH:17]=3)=[N:10][CH:11]=[N:12]2)=[CH:7][C:6]=1[N+:23]([O-:25])=[O:24] |f:1.2|. Run in CO (MeOH), O (H2O). The product is NC1=C(C=C2C(=NC=NC2=C1)NC1=CC(=CC=C1)Br)[N+](=O)[O-] (7-amino-4-(3-bromoanilino)-6-nitroquinazoline). The reactants are COC1=CC=C(CN(C2=CC=C(C=N2)C(C#N)(C)C)CC2=CC=C(C=C2)OC)C=C1 (2-(6-(bis(4-Methoxybenzyl)amino)pyridin-3-yl)-2-methylpropanenitrile). Run in C(=O)(C(F)(F)F)O (CF3COOH). The product is NC1=CC=C(C=N1)C(C#N)(C)C (2-(6-Aminopyridin-3-yl)-2-methylpropanenitrile). The yield is 290.8%. RXN SMILES: COC1C=CC(C[N:8](CC2C=CC(OC)=CC=2)[C:9]2[N:14]=[CH:13][C:12]([C:15]([CH3:19])([CH3:18])[C:16]#[N:17])=[CH:11][CH:10]=2)=CC=1>C(O)(C(F)(F)F)=O>[NH2:8][C:9]1[N:14]=[CH:13][C:12]([C:15]([CH3:19])([CH3:18])[C:16]#[N:17])=[CH:11][CH:10]=1. Reported procedure: A solution of 156b (514 mg, 1.28 mmol) in CF3COOH (15 mL) was stirred at 60° C. for 2 h. After this time the reaction was cooled to room temperature. It was then evaporated under reduced pressure and residue was washed with petroleum ether and ethyl acetate to afford 156c (600 mg, crude) as a yellow solid. MS-ESI: [M+H]+ 162.3 Starting materials: C1(CC1)N1C=C(C(C2=CC(=C(N=C12)Cl)F)=O)C(=O)O (1-cyclopropyl-6-fluoro-7-chloro-4-oxo-1,4-dihydro[1,8]naphthyridine-3-carboxylic acid), CON=C1CNCC12CN(C2)C(=O)OC(C)(C)C (t-butyl 8-(methoxyimino)-2,6diazaspiro[3,4]octane-2-carboxylate). Run in C(C)#N (acetonitrile). Run at temperature 47.5 celsius, time 3 hour. Product: C(C)(C)(C)OC(=O)N1CC2(C1)CN(CC2=NOC)C2=C(C=C1C(C(=CN(C1=N2)C2CC2)C(=O)O)=O)F (7-[2-(t-butoxycarbonyl)-8-(methoxyimino)-2,6-diazaspiro[3,4]oct-6-yl]-1-cyclopropyl-6-fluoro-4-oxo-1,4-dihydro[1,8]naphthyridine-3-carboxylic acid). Yield: 91.6%. RXN SMILES: [CH:1]1([N:4]2[C:13]3[C:8](=[CH:9][C:10]([F:15])=[C:11](Cl)[N:12]=3)[C:7](=[O:16])[C:6]([C:17]([OH:19])=[O:18])=[CH:5]2)[CH2:3][CH2:2]1.[CH3:20][O:21][N:22]=[C:23]1[C:27]2([CH2:30][N:29]([C:31]([O:33][C:34]([CH3:37])([CH3:36])[CH3:35])=[O:32])[CH2:28]2)[CH2:26][NH:25][CH2:24]1>C(#N)C>[C:34]([O:33][C:31]([N:29]1[CH2:30][C:27]2([C:23](=[N:22][O:21][CH3:20])[CH2:24][N:25]([C:11]3[N:12]=[C:13]4[C:8]([C:7](=[O:16])[C:6]([C:17]([OH:19])=[O:18])=[CH:5][N:4]4[CH:1]4[CH2:3][CH2:2]4)=[CH:9][C:10]=3[F:15])[CH2:26]2)[CH2:28]1)=[O:32])([CH3:37])([CH3:36])[CH3:35]. Procedure: 400 mg of 1-cyclopropyl-6-fluoro-7-chloro-4-oxo-1,4-dihydro[1,8]naphthyridine-3-carboxylic acid and 84 g of t-butyl 8-(methoxyimino)-2,6diazaspiro[3,4]octane-2-carboxylate were added to 10 ml of acetonitrile and the resulting mixture was stirred for 3 hours at 45-50° C. Then the precipitated solid was filtered and dried to give 650 mg of the titled compound(yield: 93.9%). Reactants: CCOP(=O)(CC#N)OCC, C1CCOC1, C[Si](C)(C)[N-][Si](C)(C)C, COc1cccc(C(=O)c2cc(OC)cc(OC)c2)c1, [Li+], O. Product: COc1cccc(C(=CC#N)c2cc(OC)cc(OC)c2)c1. RXN SMILES: [CH2:1]([O:2][P:3](=[O:4])([O:5][CH2:6][CH3:7])[CH2:9][C:10]#[N:11])[CH3:8].[CH2:43]1[O:44][CH2:45][CH2:46][CH2:47]1.[CH3:12][Si:13]([N-:14][Si:15]([CH3:16])([CH3:17])[CH3:18])([CH3:19])[CH3:20].[CH3:22][O:23][c:24]1[cH:25][c:26]([C:32](=[O:33])[c:34]2[cH:35][c:36]([O:40][CH3:41])[cH:37][cH:38][cH:39]2)[cH:27][c:28]([O:30][CH3:31])[cH:29]1.[Li+:21].[OH2:42]>>[CH:9]([C:10]#[N:11])=[C:32]([c:26]1[cH:25][c:24]([O:23][CH3:22])[cH:29][c:28]([O:30][CH3:31])[cH:27]1)[c:34]1[cH:35][c:36]([O:40][CH3:41])[cH:37][cH:38][cH:39]1. Reactants: CCO, O=C1CCCN1CC1CCN(c2nc(C(F)(F)F)ncc2OCc2ccccc2)CC1. Product: O=C1CCCN1CC1CCN(c2nc(C(F)(F)F)ncc2O)CC1. As a reaction SMILES: [CH3:32][CH2:33][OH:34].[c:1]1([CH2:2][O:8][c:9]2[c:10]([N:19]3[CH2:20][CH2:21][CH:22]([CH2:25][N:26]4[C:27](=[O:31])[CH2:28][CH2:29][CH2:30]4)[CH2:23][CH2:24]3)[n:11][c:12]([C:15]([F:16])([F:17])[F:18])[n:13][cH:14]2)[cH:3][cH:4][cH:5][cH:6][cH:7]1>>[OH:8][c:9]1[c:10]([N:19]2[CH2:20][CH2:21][CH:22]([CH2:25][N:26]3[C:27](=[O:31])[CH2:28][CH2:29][CH2:30]3)[CH2:23][CH2:24]2)[n:11][c:12]([C:15]([F:16])([F:17])[F:18])[n:13][cH:14]1. The reactants are C1CCOC1, O=C(NCc1ccc(F)cc1)c1ccc(S(=O)(=O)Cl)cc1, c1ccc(-c2c[nH]c3ccncc23)cc1. Product: O=C(NCc1ccc(F)cc1)c1ccc(S(=O)(=O)n2cc(-c3ccccc3)c3cnccc32)cc1. As a reaction SMILES: [CH2:37]1[O:38][CH2:39][CH2:40][CH2:41]1.[F:16][c:17]1[cH:18][cH:19][c:20]([CH2:21][NH:22][C:23](=[O:24])[c:25]2[cH:26][cH:27][c:28]([S:31](=[O:32])(=[O:33])[Cl:34])[cH:29][cH:30]2)[cH:35][cH:36]1.[c:1]1(-[c:7]2[cH:8][nH:9][c:10]3[c:11]2[cH:12][n:13][cH:14][cH:15]3)[cH:2][cH:3][cH:4][cH:5][cH:6]1>>[c:1]1(-[c:7]2[cH:8][n:9]([S:31]([c:28]3[cH:27][cH:26][c:25]([C:23]([NH:22][CH2:21][c:20]4[cH:19][cH:18][c:17]([F:16])[cH:36][cH:35]4)=[O:24])[cH:30][cH:29]3)(=[O:32])=[O:33])[c:10]3[c:11]2[cH:12][n:13][cH:14][cH:15]3)[cH:2][cH:3][cH:4][cH:5][cH:6]1.